Dataset: the Open Reaction Database (ORD), a public repository of structured organic reaction records. Task: describe an organic reaction: reactants, conditions, products, and yield The reactants are CCC1(C)CCC(=O)CC1=O, CC(=O)[O-], [NH4+]. Product: CCC1(C)CCC(N)=CC1=O. Reaction SMILES: [CH2:1]([CH3:2])[C:3]1([CH3:11])[C:4](=[O:10])[CH2:5][C:6](=[O:9])[CH2:7][CH2:8]1.[CH3:13][C:14](=[O:15])[O-:16].[NH4+:12]>>[CH2:1]([CH3:2])[C:3]1([CH3:11])[C:4](=[O:10])[CH:5]=[C:6]([NH2:12])[CH2:7][CH2:8]1. The reactants are CCCCCCCCC=CCCCCCCCCOCC(CO)OCCCCCCCCC=CCCCCCCCC, ClCCl, ClCCl, CN(C)CCNS(=O)(=O)Cl, c1ccncc1. Yields the product CCCCCCCCC=CCCCCCCCCOCC(COS(=O)(=O)NCCN(C)C)OCCCCCCCCC=CCCCCCCCC. Reaction SMILES: [CH2:1]([CH2:2][CH2:3][CH2:4][CH2:5][CH2:6][CH2:7][CH2:8][CH:9]=[CH:10][CH2:11][CH2:12][CH2:13][CH2:14][CH2:15][CH2:16][CH2:17][CH3:18])[O:19][CH2:20][CH:21]([O:22][CH2:23][CH2:24][CH2:25][CH2:26][CH2:27][CH2:28][CH2:29][CH2:30][CH:31]=[CH:32][CH2:33][CH2:34][CH2:35][CH2:36][CH2:37][CH2:38][CH2:39][CH3:40])[CH2:41][OH:42].[CH2:59]([Cl:60])[Cl:61].[CH2:62]([Cl:63])[Cl:64].[CH3:43][N:44]([CH2:45][CH2:46][NH:47][S:48](=[O:49])(=[O:50])[Cl:51])[CH3:52].[n:53]1[cH:54][cH:55][cH:56][cH:57][cH:58]1>>[CH2:1]([CH2:2][CH2:3][CH2:4][CH2:5][CH2:6][CH2:7][CH2:8][CH:9]=[CH:10][CH2:11][CH2:12][CH2:13][CH2:14][CH2:15][CH2:16][CH2:17][CH3:18])[O:19][CH2:20][CH:21]([O:22][CH2:23][CH2:24][CH2:25][CH2:26][CH2:27][CH2:28][CH2:29][CH2:30][CH:31]=[CH:32][CH2:33][CH2:34][CH2:35][CH2:36][CH2:37][CH2:38][CH2:39][CH3:40])[CH2:41][O:42][S:48]([NH:47][CH2:46][CH2:45][N:44]([CH3:43])[CH3:52])(=[O:49])=[O:50]. Reactants: C(C)(C)C=1C=C(C(=O)O)C=C(C1OC)C(C)C (3,5-diisopropyl-p-anisic acid), [Sn](Cl)(Cl)(Cl)Cl (tin(IV) chloride), C(C(=O)Cl)(=O)Cl (oxalyl chloride), CC=1SC(=CC1C)CC1=CC=CC=C1 (2,3-dimethyl-5-benzylthiophene). The reagents and catalysts are CN(C=O)C (N,N-dimethylformamide). Solvent: C(Cl)Cl (methylene chloride). The product is C(C1=CC=CC=C1)C=1SC(=C(C1C(=O)C1=CC(=C(C(=C1)C(C)C)OC)C(C)C)C)C ((2-Benzyl-4,5-dimethyl-thiophen-3-yl)-(3,5-diisopropyl-4-methoxy-phenyl)-methanone). Reaction SMILES: [CH:1]([C:4]1[CH:5]=[C:6]([CH:10]=[C:11]([CH:15]([CH3:17])[CH3:16])[C:12]=1[O:13][CH3:14])[C:7]([OH:9])=O)([CH3:3])[CH3:2].C(Cl)(=O)C(Cl)=O.[CH3:24][C:25]1[S:26][C:27]([CH2:31][C:32]2[CH:37]=[CH:36][CH:35]=[CH:34][CH:33]=2)=[CH:28][C:29]=1[CH3:30].[Sn](Cl)(Cl)(Cl)Cl>CN(C)C=O.C(Cl)Cl>[CH2:31]([C:27]1[S:26][C:25]([CH3:24])=[C:29]([CH3:30])[C:28]=1[C:7]([C:6]1[CH:10]=[C:11]([CH:15]([CH3:17])[CH3:16])[C:12]([O:13][CH3:14])=[C:4]([CH:1]([CH3:2])[CH3:3])[CH:5]=1)=[O:9])[C:32]1[CH:33]=[CH:34][CH:35]=[CH:36][CH:37]=1. Reported procedure: Using 3,5-diisopropyl-p-anisic acid (5.0 g, 21.2 mmol, RN-117439-59-5), oxalyl chloride (2.2 mL, 25.4 mmol), N,N-dimethylformamide (2 drops), 2,3-dimethyl-5-benzylthiophene (4.3 g, 21.2 mmol), tin(IV) chloride (5.0 mL, 42.7 mmol), and anhydrous methylene chloride (82 mL) the title compound was prepared according to the procedure in Example 2, step 1 to give 4.1 g (45%) NMR (DMSO-d6) δ 7.47 (s, 2 H), 7.23-7.12 (m, 3 H), 7.02-6.99 (m, 2 H), 3.86 (s, 2 H), 3.73 (s, 3 H), 3.31-3.20 (m, 2 H), 2.27 (s...